Dataset: the Open Reaction Database (ORD), a public repository of structured organic reaction records. Task: describe an organic reaction: reactants, conditions, products, and yield Isolated yield 81.9%. Procedure: A solution of the compound (421 mg, 0.8 mmol) obtained in Example 14-5), 3-pyridylboronic acid (197 mg, 1.6 mmol), tetrakis(triphenylphosphine)palladium(0) (185 mg, 0.16 mmol), and potassium carbonate (221 mg, 1.6 mmol) in dimethoxyethane (3.2 mL) and water (0.8 mL) was stirred at 100° C. for 6 h. The reaction mixture was cooled to room temperature, saturated aqueous sodium hydrogencarbonate was added to the reaction mixture, the mixture was extracted with dichloromethane, and the organic layer ... Reaction SMILES: Br[C:2]1[CH:7]=[CH:6][C:5]([C:8]2([C:11]3[N:15]4[CH2:16][CH2:17][S:18][C:19]([CH2:22][O:23][Si:24]([C:27]([CH3:30])([CH3:29])[CH3:28])([CH3:26])[CH3:25])([CH3:21])[CH2:20][C:14]4=[N:13][N:12]=3)[CH2:10][CH2:9]2)=[C:4]([F:31])[CH:3]=1.[N:32]1[CH:37]=[CH:36][CH:35]=[C:34](B(O)O)[CH:33]=1.C(=O)([O-])[O-].[K+].[K+].C(=O)([O-])O.[Na+]>C(COC)OC.O.C1C=CC([P]([Pd]([P](C2C=CC=CC=2)(C2C=CC=CC=2)C2C=CC=CC=2)([P](C2C=CC=CC=2)(C2C=CC=CC=2)C2C=CC=CC=2)[P](C2C=CC=CC=2)(C2C=CC=CC=2)C2C=CC=CC=2)(C2C=CC=CC=2)C2C=CC=CC=2)=CC=1>[Si:24]([O:23][CH2:22][C:19]1([CH3:21])[S:18][CH2:17][CH2:16][N:15]2[C:11]([C:8]3([C:5]4[CH:6]=[CH:7][C:2]([C:34]5[CH:33]=[N:32][CH:37]=[CH:36][CH:35]=5)=[CH:3][C:4]=4[F:31])[CH2:10][CH2:9]3)=[N:12][N:13]=[C:14]2[CH2:20]1)([C:27]([CH3:30])([CH3:29])[CH3:28])([CH3:26])[CH3:25] |f:2.3.4,5.6,^1:62,64,83,102|. The product is [Si](C)(C)(C(C)(C)C)OCC1(CC=2N(CCS1)C(=NN2)C2(CC2)C2=C(C=C(C=C2)C=2C=NC=CC2)F)C (8-({[Tert-butyl(dimethyl)silyl]oxy}methyl)-3-[1-(2-fluoro-4-pyridin-3-ylphenyl)cyclopropyl]-8-methyl-5,6,8,9-tetrahydro[1,2,4]triazolo[4,3-d][1,4]thiazepine). Solvent: C(OC)COC (dimethoxyethane), O (water). The reagents and catalysts are C=1C=CC(=CC1)[P](C=2C=CC=CC2)(C=3C=CC=CC3)[Pd]([P](C=4C=CC=CC4)(C=5C=CC=CC5)C=6C=CC=CC6)([P](C=7C=CC=CC7)(C=8C=CC=CC8)C=9C=CC=CC9)[P](C=1C=CC=CC1)(C=1C=CC=CC1)C=1C=CC=CC1 (tetrakis(triphenylphosphine)palladium(0)). Reactants: BrC1=CC(=C(C=C1)C1(CC1)C1=NN=C2N1CCSC(C2)(C)CO[Si](C)(C)C(C)(C)C)F (3-[1-(4-Bromo-2-fluorophenyl)cyclopropyl]-8-({[tert-butyl(dimethyl)silyl]oxy}methyl)-8-methyl-5,6,8,9-tetrahydro[1,2,4]triazolo[4,3-d][1,4]thiazepine), N1=CC(=CC=C1)B(O)O (3-pyridylboronic acid), C([O-])([O-])=O.[K+].[K+] (potassium carbonate), C(O)([O-])=O.[Na+] (sodium hydrogencarbonate). Starting materials: CC(=O)OCCCC=O, CO. The product is CC(=O)OCCCCO. RXN SMILES: [C:1]([CH3:2])(=[O:3])[O:4][CH2:5][CH2:6][CH2:7][CH:8]=[O:9].[CH3:10][OH:11]>>[C:1]([CH3:2])(=[O:3])[O:4][CH2:5][CH2:6][CH2:7][CH2:8][OH:9]. Reactants: C(#N)C1=CC=C(N1C)C=1C=C2C3(C(NC2=CC1)=NC#N)CCCCC3 (5′-(5-Cyano-1-methyl-1H-pyrrol-2-yl)spiro[cyclohexane-1,3′-[3H]indol]-2′-ylidenecyanamide), C(C)O (ethanol). Yields the product OCC[N+](C)(C)C (choline), N(CC)CC (Et2NH). RXN SMILES: [C:1]([C:3]1[N:7]([CH3:8])[C:6](C2C=C3C(=CC=2)NC(=NC#N)C23CCCCC2)=[CH:5]C=1)#N.[CH2:26]([OH:28])[CH3:27]>>[OH:28][CH2:26][CH2:27][N+:7]([CH3:8])([CH3:3])[CH3:6].[NH:7]([CH2:3][CH3:1])[CH2:6][CH3:5]. Procedure details: 5′-(5-Cyano-1-methyl-1H-pyrrol-2-yl)spiro[cyclohexane-1,3′-[3H]indol]-2′-ylidenecyanamide (0.96 g) in ethanol (20 mL) was reacted with the bases set forth in Table 2 to form, upon cooling, filtering and drying, 5′-(5-cyano-1-methyl-1H-pyrrol-2-yl)spiro[cyclohexane-1,3′-[3H]indol]-2′-ylidenecyanamide salt as a solid. The 1H-NMR spectra (DMSO-d6) of the purified compound (X═H) and isolated salts (X═Na, K, choline, and Et2NH.H) were obtained and the data compiled in Table 2. Reactants: OCCBr, Cc1ccccc1, CCN(C(C)C)C(C)C, Cc1cccc(-c2[nH]c(Cc3ccc(F)c(N)c3)nc2-c2ccc3ncccc3c2)n1, CN(C)C=O, O. Product: Cc1cccc(-c2[nH]c(Cc3ccc(F)c(NCCO)c3)nc2-c2ccc3ncccc3c2)n1. As a reaction SMILES: [Br:32][CH2:33][CH2:34][OH:35].[CH3:45][c:46]1[cH:47][cH:48][cH:49][cH:50][cH:51]1.[CH:36]([N:37]([CH2:38][CH3:39])[CH:40]([CH3:41])[CH3:42])([CH3:43])[CH3:44].[F:1][c:2]1[c:3]([NH2:4])[cH:5][c:6]([CH2:9][c:10]2[nH:11][c:12](-[c:25]3[n:26][c:27]([CH3:31])[cH:28][cH:29][cH:30]3)[c:13](-[c:15]3[cH:16][c:17]4[cH:18][cH:19][cH:20][n:21][c:22]4[cH:23][cH:24]3)[n:14]2)[cH:7][cH:8]1.[O:52]=[CH:53][N:54]([CH3:55])[CH3:56].[OH2:57]>>[F:1][c:2]1[c:3]([NH:4][CH2:33][CH2:34][OH:35])[cH:5][c:6]([CH2:9][c:10]2[nH:11][c:12](-[c:25]3[n:26][c:27]([CH3:31])[cH:28][cH:29][cH:30]3)[c:13](-[c:15]3[cH:16][c:17]4[cH:18][cH:19][cH:20][n:21][c:22]4[cH:23][cH:24]3)[n:14]2)[cH:7][cH:8]1. Run in N1=CC=CC=C1 (pyridine). As a reaction SMILES: [CH:1]([C:4]1[CH:5]=[C:6]([C:12]([OH:14])=O)[S:7][C:8]=1[CH:9]([CH3:11])[CH3:10])([CH3:3])[CH3:2].S(Cl)(Cl)=O.C[N:20](C)C=O.N[C:25]1[C:30]([C:31]([O:33][CH3:34])=[O:32])=[CH:29][CH:28]=[CH:27][N:26]=1>N1C=CC=CC=1.CN(C)C1C=CN=CC=1>[CH:1]([C:4]1[CH:5]=[C:6]([C:12]([NH:20][C:27]2[N:26]=[CH:25][C:30]([C:31]([O:33][CH3:34])=[O:32])=[CH:29][CH:28]=2)=[O:14])[S:7][C:8]=1[CH:9]([CH3:10])[CH3:11])([CH3:2])[CH3:3]. Product: C(C)(C)C=1C=C(SC1C(C)C)C(=O)NC1=CC=C(C=N1)C(=O)OC (methyl 6-[(4,5-diisopropylthiophene-2-carbonyl)amino]pyridine-3-carboxylate). Reagents/catalysts: CN(C1=CC=NC=C1)C (4-dimethylaminopyridine). Reaction conditions: time 48 hour. Starting materials: C(C)(C)C=1C=C(SC1C(C)C)C(=O)O (4,5-diisopropylthiophene-2-carboxylic acid), CN(C=O)C (dimethylformamide), acid chloride, acid chloride, S(=O)(Cl)Cl (thionyl chloride), NC1=NC=CC=C1C(=O)OC (methyl 2-aminopyridine-3-carboxylate). Procedure details: In the same manner as that of Example 9, 4,5-diisopropylthiophene-2-carboxylic acid (180 mg, 0.849 mmol) was converted to an acid chloride with thionyl chloride and dimethylformamide. This acid chloride was dissolved in pyridine (4 ml), the solution was added with methyl 2-aminopyridine-3-carboxylate (258 mg, 1.70 mmol) and 4-dimethylaminopyridine (5 mg, 41 μmol), and the mixture was stirred at room temperature for 48 hours. The reaction mixture was treated in a conventional manner, and then the... Isolated yield 33.0%.